This data is from the Open Reaction Database (ORD), a public repository of structured organic reaction records. The task is: describe an organic reaction: reactants, conditions, products, and yield Isolated yield 35.0%. Starting materials: CC=1C=NC2=C(C=CC=C2C1)OC (3-methyl-8-methoxyquinoline), C1CCOC1 (THF), solution, C1(=CC=CC=C1)[Li] (phenyllithium), C(C)O (ethanol). Run at temperature 0 celsius. The solvent is C1(=CC=CC=C1)C (toluene), CCCCCC (hexane). The product is C1(=CC=CC=C1)C1=NC2=C(C=CC=C2C=C1C)OC (2-phenyl-3-methyl-8-methoxyquinoline). As a reaction SMILES: C1COCC1.[C:6]1([Li])[CH:11]=[CH:10][CH:9]=[CH:8][CH:7]=1.[CH3:13][C:14]1[CH:15]=[N:16][C:17]2[C:22]([CH:23]=1)=[CH:21][CH:20]=[CH:19][C:18]=2[O:24][CH3:25].C(O)C>CCCCCC.C1(C)C=CC=CC=1>[C:6]1([C:15]2[C:14]([CH3:13])=[CH:23][C:22]3[C:17](=[C:18]([O:24][CH3:25])[CH:19]=[CH:20][CH:21]=3)[N:16]=2)[CH:11]=[CH:10][CH:9]=[CH:8][CH:7]=1. Reported procedure: 84 ml of anhydrous THF and 42 ml of a 2M solution of phenyllithium in hexane are placed in a 1 l triple-necked flask cooled to 0° C. with an ice bath. The reaction medium is heated to 65° C. and a solution of 12 g (69 mmol) of 3-methyl-8-methoxyquinoline in 50 ml of toluene is added dropwise. The mixture is brought to reflux for 6 h and cooled to ambient temperature, and 50 ml of ethanol are added dropwise. The mixture is concentrated under vacuum and the residue is purified by silica gel chroma... The reactants are Cl (hydrochloric acid), CN(C=CC=O)C (3-dimethylaminoacrolein), Cl.ClC1=C(C(CN)=O)C=CC=C1Cl (2,3-dichlorophenacylamine hydrochloride), CC[O-].[Na+] (sodium ethylate). Solvent: C(C)O (ethanol), C(C)O (ethanol). Yields the product C(=O)C1=CNC=C1C1=C(C(=CC=C1)Cl)Cl (3-formyl-4-(2,3-dichlorophenyl)pyrrole). RXN SMILES: C[N:2]([CH3:7])[CH:3]=[CH:4][CH:5]=[O:6].Cl.[Cl:9][C:10]1[C:19]([Cl:20])=[CH:18][CH:17]=[CH:16][C:11]=1[C:12](=O)CN.CC[O-].[Na+].Cl>C(O)C>[CH:5]([C:4]1[C:12]([C:11]2[CH:16]=[CH:17][CH:18]=[C:19]([Cl:20])[C:10]=2[Cl:9])=[CH:7][NH:2][CH:3]=1)=[O:6] |f:1.2,3.4|. Procedure: 5.4 g of 3-dimethylaminoacrolein, 3.2 g of 2,3-dichlorophenacylamine hydrochloride and 60 ml of ethanol are heated for 11/2 hours under reflux. Then a solution of sodium ethylate in ethanol (prepared from 1 g of sodium and 15 ml of ethanol) is added dropwise and the reaction mixture is heated under reflux for another 30 minutes. After it has cooled to room temperature, the reaction mixture is poured onto ice/water and neutralised with hydrochloric acid. The precipitate is washed with water, drie...